From a dataset of the Open Reaction Database (ORD), a public repository of structured organic reaction records. describe an organic reaction: reactants, conditions, products, and yield Starting materials: O=C([O-])[O-], CCCCCCCCBr, CCC(C)=O, [K+], [K+], Oc1ccc(-c2ccc(Br)cc2)cc1. The product is CCCCCCCCOc1ccc(-c2ccc(Br)cc2)cc1. RXN SMILES: [C:24](=[O:25])([O-:26])[O-:27].[CH2:15]([CH2:16][CH2:17][CH2:18][CH2:19][CH2:20][CH2:21][CH3:22])[Br:23].[CH2:30]([C:31]([CH3:32])=[O:33])[CH3:34].[K+:28].[K+:29].[OH:1][c:2]1[cH:3][cH:4][c:5](-[c:8]2[cH:9][cH:10][c:11]([Br:14])[cH:12][cH:13]2)[cH:6][cH:7]1>>[O:1]([c:2]1[cH:3][cH:4][c:5](-[c:8]2[cH:9][cH:10][c:11]([Br:14])[cH:12][cH:13]2)[cH:6][cH:7]1)[CH2:15][CH2:16][CH2:17][CH2:18][CH2:19][CH2:20][CH2:21][CH3:22]. Reactants: ClC=1C=C2C(=C(NC2=CC1Cl)[Si](CC)(CC)CC)CCO (2-(5,6-dichloro-2-(triethylsilyl)-1H-indol-3-yl)ethanol), C1(=CC=CC=C1)P(C1=CC=CC=C1)C1=CC=CC=C1 (triphenyl phosphine), BrC(Br)(Br)Br (perbromomethane). The solvent is C1CCOC1 (THF), C1CCOC1 (THF). Conditions: time 30 minute. Yields the product BrCCC1=C(NC2=CC(=C(C=C12)Cl)Cl)[Si](CC)(CC)CC (3-(2-bromoethyl)-5,6-dichloro-2-(triethylsilyl)-1H-indole). Isolated yield 27.2%. Reaction SMILES: [Cl:1][C:2]1[CH:3]=[C:4]2[C:8](=[CH:9][C:10]=1[Cl:11])[NH:7][C:6]([Si:12]([CH2:17][CH3:18])([CH2:15][CH3:16])[CH2:13][CH3:14])=[C:5]2[CH2:19][CH2:20]O.C1(P(C2C=CC=CC=2)C2C=CC=CC=2)C=CC=CC=1.[Br:41]C(Br)(Br)Br>C1COCC1>[Br:41][CH2:20][CH2:19][C:5]1[C:4]2[C:8](=[CH:9][C:10]([Cl:11])=[C:2]([Cl:1])[CH:3]=2)[NH:7][C:6]=1[Si:12]([CH2:17][CH3:18])([CH2:15][CH3:16])[CH2:13][CH3:14]. Reported procedure: 3-(2-bromoethyl)-5,6-dichloro-2-(triethylsilyl)-1H-indole was prepared according to method D Step III with 2-(5,6-dichloro-2-(triethylsilyl)-1H-indol-3-yl)ethanol (1.7 g; 4.94 mmol) in THF (6 mL) and triphenyl phosphine (2.59 g; 9.87 mmol) and perbromomethane (3.27 g; 9.87 mmol) in THF (40 mL) pre-stirred for 30 minutes. The crude mixture was purified by flash chromatography on silica gel (eluent 2 to 20% ethyl acetate in heptane) to yield 0.548 g (27%) of 3-(2-bromoethyl)-5,6-dichloro-2-(trieth... Procedure: To a solution of 5-bromothiophene-2-sulfonyl chloride (602 mg) in tetrahydrofuran (5 mL) was added dropwise a solution of 2.0M methylamine-tetrahydrofuran (3.5 mL) on an ice bath. After stirring for 15 minutes on an ice bath, the solution was diluted with water and extracted with ethyl acetate. After washing with an aqueous solution of saturated sodium bicarbonate and saturated sodium chloride water, the solution was dried with anhydrous sodium sulfate. After filtration through silica gel, the s... The reactants are BrC1=CC=C(S1)S(=O)(=O)Cl (5-bromothiophene-2-sulfonyl chloride), CN.O1CCCC1 (methylamine tetrahydrofuran). Conditions: time 15 minute. Product: CNS(=O)(=O)C=1SC(=CC1)Br (5-Bromothiophene-2-sulfonic acid methyl-amide). The solvent is O (water), O1CCCC1 (tetrahydrofuran). RXN SMILES: [Br:1][C:2]1[S:6][C:5]([S:7](Cl)(=[O:9])=[O:8])=[CH:4][CH:3]=1.[CH3:11][NH2:12].O1CCCC1>O1CCCC1.O>[CH3:11][NH:12][S:7]([C:5]1[S:6][C:2]([Br:1])=[CH:3][CH:4]=1)(=[O:9])=[O:8] |f:1.2|. The reactants are BrCc1cccnc1, Br, C[N+](C)(C)Cc1ccccc1, [Cl-], ClCCl, [Na+], OCCn1cnc2c(Oc3ccccc3)nc3ccccc3c21, [OH-], O. The product is c1ccc(Oc2nc3ccccc3c3c2ncn3CCOCc2cccnc2)cc1. As a reaction SMILES: [Br:2][CH2:3][c:4]1[cH:5][n:6][cH:7][cH:8][cH:9]1.[BrH:1].[CH2:36]([N+:37]([CH3:38])([CH3:39])[CH3:40])[c:41]1[cH:42][cH:43][cH:44][cH:45][cH:46]1.[Cl-:35].[Cl:48][CH2:49][Cl:50].[Na+:34].[O:10]([c:11]1[cH:12][cH:13][cH:14][cH:15][cH:16]1)[c:17]1[n:18][c:19]2[cH:20][cH:21][cH:22][cH:23][c:24]2[c:25]2[c:26]1[n:27][cH:28][n:29]2[CH2:30][CH2:31][OH:32].[OH-:33].[OH2:47]>>[CH2:3]([c:4]1[cH:5][n:6][cH:7][cH:8][cH:9]1)[O:32][CH2:31][CH2:30][n:29]1[c:25]2[c:24]3[c:19]([n:18][c:17]([O:10][c:11]4[cH:12][cH:13][cH:14][cH:15][cH:16]4)[c:26]2[n:27][cH:28]1)[cH:20][cH:21][cH:22][cH:23]3. Starting materials: FC(OC1=C(C(=C(C=C1)C=1C=C2COC(C2=CC1)=O)O)OC)F (5-(4-(difluoromethoxy)-2-hydroxy-3-methoxyphenyl)isobenzofuran-1(3H)-one), C([O-])([O-])=O.[K+].[K+] (potassium carbonate), BrCC1(COC1)C (3-bromomethyl-3-methyl-oxetane). The solvent is C(C)#N (acetonitrile). Reaction conditions: temperature 80 celsius. Product: FC(OC1=C(C(=C(C=C1)C=1C=C2COC(C2=CC1)=O)OCC(COC)(C)C)OC)F (5-[4-Difluoromethoxy-3-methoxy-2-(3-methoxy-2,2-dimethyl-propoxy)-phenyl]-3H-isobenzofuran-1-one). The yield is 28.4%. Reaction SMILES: [F:1][CH:2]([F:23])[O:3][C:4]1[CH:9]=[CH:8][C:7]([C:10]2[CH:11]=[C:12]3[C:16](=[CH:17][CH:18]=2)[C:15](=[O:19])[O:14][CH2:13]3)=[C:6]([OH:20])[C:5]=1[O:21][CH3:22].[C:24](=[O:27])([O-])[O-].[K+].[K+].Br[CH2:31][C:32]1([CH3:36])[CH2:35]O[CH2:33]1>C(#N)C>[F:23][CH:2]([F:1])[O:3][C:4]1[CH:9]=[CH:8][C:7]([C:10]2[CH:11]=[C:12]3[C:16](=[CH:17][CH:18]=2)[C:15](=[O:19])[O:14][CH2:13]3)=[C:6]([O:20][CH2:31][C:32]([CH3:36])([CH3:35])[CH2:33][O:27][CH3:24])[C:5]=1[O:21][CH3:22] |f:1.2.3|. Reported procedure: To a stirring solution of 5-(4-(difluoromethoxy)-2-hydroxy-3-methoxyphenyl)isobenzofuran-1(3H)-one (80 mg, 0.25 mmol) in acetonitrile (10 mL), was added potassium carbonate (103.5 mg, 0.75 mmol) and 3-bromomethyl-3-methyl-oxetane (123 mg, 0.75 mmol) and the resultant reaction mixture was heated to 80° C. for 3 h. The reaction mixture was cooled to RT, filtered through celite and the filtrate was concentrated under reduced pressure. The residue was purified by column chromatography (silica gel, 0... The reactants are CCCC[N+](CCCC)(CCCC)CCCC, Cc1ccccc1, O=C(Cc1ccc(Cl)c(Cl)c1)N(O)C(CN1CCCC1)c1ccccc1, CI, [Na+], [OH-], O=S(=O)([O-])O. Product: CON(C(=O)Cc1ccc(Cl)c(Cl)c1)C(CN1CCCC1)c1ccccc1. As a reaction SMILES: [CH2:36]([N+:37]([CH2:38][CH2:39][CH2:40][CH3:41])([CH2:42][CH2:43][CH2:44][CH3:45])[CH2:46][CH2:47][CH2:48][CH3:49])[CH2:50][CH2:51][CH3:52].[CH3:53][c:54]1[cH:55][cH:56][cH:57][cH:58][cH:59]1.[Cl:1][c:2]1[cH:3][c:4]([CH2:9][C:10](=[O:11])[N:12]([CH:13]([CH2:14][N:15]2[CH2:16][CH2:17][CH2:18][CH2:19]2)[c:20]2[cH:21][cH:22][cH:23][cH:24][cH:25]2)[OH:26])[cH:5][cH:6][c:7]1[Cl:8].[I:29][CH3:30].[Na+:28].[OH-:27].[S:31]([O-:32])([OH:33])(=[O:34])=[O:35]>>[Cl:1][c:2]1[cH:3][c:4]([CH2:9][C:10](=[O:11])[N:12]([CH:13]([CH2:14][N:15]2[CH2:16][CH2:17][CH2:18][CH2:19]2)[c:20]2[cH:21][cH:22][cH:23][cH:24][cH:25]2)[O:26][CH3:30])[cH:5][cH:6][c:7]1[Cl:8]. Starting materials: NNC(=S)N (thiosemicarbazide), CN1C(=NC=C1C=O)[N+](=O)[O-] (1-methyl-2-nitro-5-imidazolecarboxaldehyde). The solvent is O (water), CO (methanol). Product: CN1C(=NC=C1C=NNC(=S)N)[N+](=O)[O-] (1-Methyl-2-nitro-5-imidazolecarboxaldehyde thiosemicarbazone). Reaction SMILES: [NH2:1][NH:2][C:3]([NH2:5])=[S:4].[CH3:6][N:7]1[C:11]([CH:12]=O)=[CH:10][N:9]=[C:8]1[N+:14]([O-:16])=[O:15]>O.CO>[CH3:6][N:7]1[C:11]([CH:12]=[N:1][NH:2][C:3]([NH2:5])=[S:4])=[CH:10][N:9]=[C:8]1[N+:14]([O-:16])=[O:15]. Procedure details: A solution of 1.42 g. of thiosemicarbazide in water is added to a solution of 1.8 g. of 1-methyl-2-nitro-5-imidazolecarboxaldehyde in methanol. The solid which precipitates is recovered on the filter. Yield: 2.2 g., m.p. 282°-287° C.